From a dataset of the Open Reaction Database (ORD), a public repository of structured organic reaction records. describe an organic reaction: reactants, conditions, products, and yield The reactants are C(C)(C)(C)OC(=O)NC1CCC=2N(C3=CC=CC=C3C2C=2C(OC(C2C2=CN(C3=CC=CC=C23)C)=O)=O)C1 (3-[7-t-butoxyformamido-6,7,8,9-tetrahydropyrido[1,2-a]indol-10-yl]-4-(1-methyl-3-indolyl)furan-2,5-dione), CN(C=O)C (dimethylformamide). Solvent: N (ammonia). Product: C(C)(C)(C)OC(=O)NC1CCC=2N(C3=CC=CC=C3C2C=2C(NC(C2C2=CN(C3=CC=CC=C23)C)=O)=O)C1 (3-[7-t-butoxyformamido-6,7,8,9-tetrahydro-pyrido[1,2-a]indol-10-yl]-4-(1-methyl-3-indolyl)-1H-pyrrole-2,5-dione). As a reaction SMILES: [C:1]([O:5][C:6]([NH:8][CH:9]1[CH2:38][N:13]2[C:14]3[C:19]([C:20]([C:21]4[C:22](=O)[O:23][C:24](=[O:36])[C:25]=4[C:26]4[C:34]5[C:29](=[CH:30][CH:31]=[CH:32][CH:33]=5)[N:28]([CH3:35])[CH:27]=4)=[C:12]2[CH2:11][CH2:10]1)=[CH:18][CH:17]=[CH:16][CH:15]=3)=[O:7])([CH3:4])([CH3:3])[CH3:2].C[N:40](C)C=O>N>[C:1]([O:5][C:6]([NH:8][CH:9]1[CH2:38][N:13]2[C:14]3[C:19]([C:20]([C:21]4[C:22](=[O:23])[NH:40][C:24](=[O:36])[C:25]=4[C:26]4[C:34]5[C:29](=[CH:30][CH:31]=[CH:32][CH:33]=5)[N:28]([CH3:35])[CH:27]=4)=[C:12]2[CH2:11][CH2:10]1)=[CH:18][CH:17]=[CH:16][CH:15]=3)=[O:7])([CH3:2])([CH3:4])[CH3:3]. Procedure: A solution of 85 mg of 3-[7-t-butoxyformamido-6,7,8,9-tetrahydropyrido[1,2-a]indol-10-yl]-4-(1-methyl-3-indolyl)furan-2,5-dione in 5 ml of dimethylformamide and 5 ml of 33% aqueous ammonia was heated to 100° C. for 1 hour. The cooled mixture was partitioned between ethyl acetate and water. The organic phase was washed with water, dried and evaporated. Crystallization from ethyl acetate/n-hexane gave 70 mg of 3-[7-t-butoxyformamido-6,7,8,9-tetrahydro-pyrido[1,2-a]indol-10-yl]-4-(1-methyl-3-indoly... Reactants: C(=C)C1C(=O)NCCCC1 (vinyl caprolactam), polyethylene glycol. Run in C(C)(C)O (isopropanol). Yields the product C(=C)C1C(=O)NCCCC1.C(=C)N1C(CCC1)=O (VCL VP). As a reaction SMILES: [CH:1]([CH:3]1[CH2:10][CH2:9][CH2:8][CH2:7][NH:6][C:4]1=[O:5])=[CH2:2]>C(O)(C)C>[CH:1]([CH:3]1[CH2:10][CH2:9][CH2:8][CH2:7][NH:6][C:4]1=[O:5])=[CH2:2].[CH:7]([N:6]1[CH2:9][CH2:10][CH2:3][C:4]1=[O:5])=[CH2:8] |f:2.3|. Procedure details: 630 g. of isopropanol was charged into a 1-liter resin kettle fitted with a propeller agitator, a reflux condenser, a nitrogen inlet tube, and a thermowatch. The reactor was heated to 82° C. and maintained at this temperature throughout the experiment. A monomer premix was prepared by mixing 52.50 g of vinyl caprolactam, 17.50 g of vinyl pyrrolidone and 1.40 g of t-amyl peroxy-2-ethylhexanoate initiator (Lupersol 575, 95% liquid; Elf Atochem) in a 250-ml beaker. The monomer pre-mix was pumped in...